Dataset: the Open Reaction Database (ORD), a public repository of structured organic reaction records. Task: describe an organic reaction: reactants, conditions, products, and yield The reactants are ClCSC=1N=NN(N1)C (5-chloromethylthio-2-methyltetrazole), [I-].[Na+] (sodium iodide). The solvent is O (water), CC(=O)C (acetone). Conditions: temperature 50 celsius, time 3 hour. The product is ICSC=1N=NN(N1)C (5-iodomethylthio-2-methyltetrazole). Reaction SMILES: Cl[CH2:2][S:3][C:4]1[N:5]=[N:6][N:7]([CH3:9])[N:8]=1.[I-:10].[Na+]>CC(C)=O.O>[I:10][CH2:2][S:3][C:4]1[N:5]=[N:6][N:7]([CH3:9])[N:8]=1 |f:1.2|. Procedure details: To a solution of 5-chloromethylthio-2-methyltetrazole (987 mg : 6.0 mMol.) in acetone (10 ml) is added sodium iodide (1.78 g : 12.00 mMol.), and the mixture is stirred at 50° C. for 3 hours. The reaction mixture is diluted with water and extracted with ethyl acetate. The extract is washed with water, dried over sodium sulfate, and concentrated to give 5-iodomethylthio-2-methyltetrazole (1.43 9) as yellow oil. Starting materials: FC=1C=CC2=C(C=C(O2)C2=NC3=CC=C(C=C3N=C2N2CCCC2)C(=O)OC)C1 (methyl 2-(5-fluoro-1-benzofuran-2-yl)-3-(pyrrolidin-1-yl)quinoxaline-6-carboxylate), [OH-].[Na+] (sodium hydroxide), Cl (HCl). Solvent: CO (methanol), O (water), O (water). Run at time 8 hour. Yields the product FC=1C=CC2=C(C=C(O2)C2=NC3=CC=C(C=C3N=C2N2CCCC2)C(=O)O)C1 (2-(5-fluoro-1-benzofuran-2-yl)-3-(pyrrolidin-1-yl)quinoxaline-6-carboxylic acid). Yield: 25.5%. RXN SMILES: [F:1][C:2]1[CH:3]=[CH:4][C:5]2[O:9][C:8]([C:10]3[C:19]([N:20]4[CH2:24][CH2:23][CH2:22][CH2:21]4)=[N:18][C:17]4[C:12](=[CH:13][CH:14]=[C:15]([C:25]([O:27]C)=[O:26])[CH:16]=4)[N:11]=3)=[CH:7][C:6]=2[CH:29]=1.[OH-].[Na+].Cl>CO.O>[F:1][C:2]1[CH:3]=[CH:4][C:5]2[O:9][C:8]([C:10]3[C:19]([N:20]4[CH2:24][CH2:23][CH2:22][CH2:21]4)=[N:18][C:17]4[C:12](=[CH:13][CH:14]=[C:15]([C:25]([OH:27])=[O:26])[CH:16]=4)[N:11]=3)=[CH:7][C:6]=2[CH:29]=1 |f:1.2|. Procedure: To a solution of methyl 2-(5-fluoro-1-benzofuran-2-yl)-3-(pyrrolidin-1-yl)quinoxaline-6-carboxylate (150 mg, 0.38 mmol) in methanol (50 mL) was added sodium hydroxide (150 mg, 3.75 mmol) and water (2 mL). After stirring overnight at room temperature, the reaction mixture was concentrated under reduced pressure to afford a residue, which was dissolved in water (10 mL), adjusted to pH 6 with HCl (3N) and filtered to give 2-(5-fluoro-1-benzofuran-2-yl)-3-(pyrrolidin-1-yl)quinoxaline-6-carboxylic ac... The reactants are ClC1=NN2C(C=CC=C2C2=C(C=C(C=C2)C(F)(F)F)OC)=N1 (2-chloro-5-(2-Methoxy-4-trifluoromethyl-phenyl)-[1,2,4]triazolo[1,5-a]pyridine), C(C)(C)(C)OC(=O)N1CCC2=C(CC1)C=CC(=C2)N (7-amino-1,2,4,5-tetrahydro-3-benzazepine-3-carboxylic acid tert-butyl ester). Product: C(C)(C)(C)OC(=O)N1CCC2=C(CC1)C=CC(=C2)NC2=NN1C(C=CC=C1C1=C(C=C(C=C1)C(F)(F)F)OC)=N2 (7-[5-(2-Methoxy-4-trifluoromethyl-phenyl)-[1,2,4]triazolo[1,5-a]pyridin-2-yl-amino]-1,2,4,5-tetrahydro-3-benzazepine-3-carboxylic acid tert-butyl ester), foam. The yield is 32.0%. Reaction SMILES: Cl[C:2]1[N:22]=[C:5]2[CH:6]=[CH:7][CH:8]=[C:9]([C:10]3[CH:15]=[CH:14][C:13]([C:16]([F:19])([F:18])[F:17])=[CH:12][C:11]=3[O:20][CH3:21])[N:4]2[N:3]=1.[C:23]([O:27][C:28]([N:30]1[CH2:36][CH2:35][C:34]2[CH:37]=[CH:38][C:39]([NH2:41])=[CH:40][C:33]=2[CH2:32][CH2:31]1)=[O:29])([CH3:26])([CH3:25])[CH3:24]>>[C:23]([O:27][C:28]([N:30]1[CH2:36][CH2:35][C:34]2[CH:37]=[CH:38][C:39]([NH:41][C:2]3[N:22]=[C:5]4[CH:6]=[CH:7][CH:8]=[C:9]([C:10]5[CH:15]=[CH:14][C:13]([C:16]([F:19])([F:18])[F:17])=[CH:12][C:11]=5[O:20][CH3:21])[N:4]4[N:3]=3)=[CH:40][C:33]=2[CH2:32][CH2:31]1)=[O:29])([CH3:26])([CH3:24])[CH3:25]. Reported procedure: 7-[5-(2-Methoxy-4-trifluoromethyl-phenyl)-[1,2,4]triazolo[1,5-a]pyridin-2-yl-amino]-1,2,4,5-tetrahydro-3-benzazepine-3-carboxylic acid tert-butyl ester was prepared from 2-chloro-5-(2-Methoxy-4-trifluoromethyl-phenyl)-[1,2,4]triazolo[1,5-a]pyridine (0.5 g, 1.5 mmol), and 7-amino-1,2,4,5-tetrahydro-3-benzazepine-3-carboxylic acid tert-butyl ester (0.6 g, 2.0 mmol). Product was isolated as a foam (0.27 g, 32%). 1H NMR (400 MHz, CDCl3, δ, ppm): 7.69 (d, J=7.99 Hz, 1H), 7.56-7.51 (m, 2H), 7.41 (d, J...